This data is from the Open Reaction Database (ORD), a public repository of structured organic reaction records. The task is: describe an organic reaction: reactants, conditions, products, and yield Starting materials: ClC1=CC=C(C=C1)C1=NC=2N(C(=C1)C(F)(F)F)N=CC2C(=O)O (5-(4-chloro-phenyl)-7-trifluoromethyl-pyrazolo[1,5-a]pyrimidine-3-carboxylic acid), S(N)(=O)(=O)C=1C=C(C=CC1)N (3-sulfamoyl-phenylamine). The product is S(N)(=O)(=O)C=1C=C(C=CC1)NC(=O)C=1C=NN2C1N=C(C=C2C(F)(F)F)C2=CC=C(C=C2)Cl (5-(4-Chloro-phenyl)-7-trifluoromethyl-pyrazolo[1,5-a]pyrimidine-3-carboxylic acid(3-sulfamoyl-phenyl)-amide). As a reaction SMILES: [Cl:1][C:2]1[CH:7]=[CH:6][C:5]([C:8]2[CH:13]=[C:12]([C:14]([F:17])([F:16])[F:15])[N:11]3[N:18]=[CH:19][C:20]([C:21](O)=[O:22])=[C:10]3[N:9]=2)=[CH:4][CH:3]=1.[S:24]([C:28]1[CH:29]=[C:30]([NH2:34])[CH:31]=[CH:32][CH:33]=1)(=[O:27])(=[O:26])[NH2:25]>>[S:24]([C:28]1[CH:29]=[C:30]([NH:34][C:21]([C:20]2[CH:19]=[N:18][N:11]3[C:12]([C:14]([F:17])([F:16])[F:15])=[CH:13][C:8]([C:5]4[CH:6]=[CH:7][C:2]([Cl:1])=[CH:3][CH:4]=4)=[N:9][C:10]=23)=[O:22])[CH:31]=[CH:32][CH:33]=1)(=[O:26])(=[O:27])[NH2:25]. Procedure: The title compound was prepared from 5-(4-chloro-phenyl)-7-trifluoromethyl-pyrazolo[1,5-a]pyrimidine-3-carboxylic acid (example C.4) and 3-sulfamoyl-phenylamine [commercially available] according to general procedure II. Yellow solid. MS (ISP) 494.0 [(M−H)−]; mp 260° C. Reactants: C1(CCCC1)OC=1C=C(C=CC1OC)C(CC(=O)Cl)C#CC1=CC=CC=C1 ((+/-)-3-(3-cyclopentyloxy-4-methoxyphenyl)-3-phenylethynylpropionic acid chloride), CN(C1=CC=CC=C1)C (dimethylaniline), C(C)(C)O (i-propanol). The solvent is CCOCC (Et2O). Run at time 18 hour. The product is C(C)(C)OC(CC(C#CC1=CC=CC=C1)C1=CC(=C(C=C1)OC)OC1CCCC1)=O ((+/-)-i-Propyl-3-(3-Cyclopentyloxy-4-methoxyphenyl)-3-phenylethynylpropionate). RXN SMILES: [CH:1]1([O:6][C:7]2[CH:8]=[C:9]([CH:15]([C:20]#[C:21][C:22]3[CH:27]=[CH:26][CH:25]=[CH:24][CH:23]=3)[CH2:16][C:17](Cl)=[O:18])[CH:10]=[CH:11][C:12]=2[O:13][CH3:14])[CH2:5][CH2:4][CH2:3][CH2:2]1.CN(C)C1C=CC=CC=1.[CH:37]([OH:40])([CH3:39])[CH3:38]>CCOCC>[CH:37]([O:40][C:17](=[O:18])[CH2:16][CH:15]([C:9]1[CH:10]=[CH:11][C:12]([O:13][CH3:14])=[C:7]([O:6][CH:1]2[CH2:5][CH2:4][CH2:3][CH2:2]2)[CH:8]=1)[C:20]#[C:21][C:22]1[CH:23]=[CH:24][CH:25]=[CH:26][CH:27]=1)([CH3:39])[CH3:38]. Procedure: A solution of (+/-)-3-(3-cyclopentyloxy-4-methoxyphenyl)-3-phenylethynylpropionic acid chloride (150 mg, 0.42 mmol) and dimethylaniline (100 mg, 0.83 mmol) in Et2O (5 ml) was treated with i-propanol (1 ml) and stirred at 23° for 18 hr. The solvents were evaporated, and the residue taken up in Et2O, washed with 3N HCl, H2O, dried, and the solvent evaporated. The residue was purified by flash chromatography (silica gel, 20% EtOAc/hexane), and gave the titled compound, 82 mg (54%). MP . 1H NMR (400... Starting materials: O1CCCC1 (tetrahydrofuran), ClC1=CC=CC(=N1)C(=O)O (6-chloropyridine-2-carboxylic acid), resultant mixture, [OH-].[Na+] (sodium hydroxide), O1CCCC1.B (tetrahydrofuran borane). The solvent is O (water). Reaction conditions: temperature 10 celsius, time 4 hour. Product: ClC1=CC=CC(=N1)CO ((6-Chloro-pyridin-2-yl)-methanol). The yield is 32.3%. As a reaction SMILES: O1CCCC1.[Cl:6][C:7]1[N:12]=[C:11]([C:13](O)=[O:14])[CH:10]=[CH:9][CH:8]=1.O1CCCC1.B.[OH-].[Na+]>O>[Cl:6][C:7]1[N:12]=[C:11]([CH2:13][OH:14])[CH:10]=[CH:9][CH:8]=1 |f:2.3,4.5|. Procedure details: A dry flask was charged with 25 mL of anhydrous tetrahydrofuran and 6-chloropyridine-2-carboxylic acid (2.00 g, 12.69 mmol) and then cooled to 10° C. This was treated dropwise with tetrahydrofuran-borane (1.0 M solution in THF, 38.1 mL) over 10 minutes under nitrogen. This was stirred with cooling for 15 minutes, then at ambient temperature for 4 h. The reaction was then cooled to 0° C., and 10 mL of water were added slowly. The resultant mixture was poured into 50 mL of 1 M aqueous sodium hydro... Starting materials: COc1ccc(NC(=O)c2ccc(OC)c3oc4ccc([N+](=O)[O-])cc4c23)cc1, CO, NN, CN(C)C=O, O. Product: COc1ccc(NC(=O)c2ccc(OC)c3oc4ccc(N)cc4c23)cc1. RXN SMILES: [CH3:1][O:2][c:3]1[cH:4][cH:5][c:6]([NH:9][C:10](=[O:11])[c:12]2[cH:13][cH:14][c:15]([O:28][CH3:29])[c:16]3[o:17][c:18]4[c:19]([c:20]23)[cH:21][c:22]([N+:25]([O-:26])=[O:27])[cH:23][cH:24]4)[cH:7][cH:8]1.[CH3:33][OH:34].[NH2:31][NH2:32].[O:35]=[CH:36][N:37]([CH3:38])[CH3:39].[OH2:30]>>[CH3:1][O:2][c:3]1[cH:4][cH:5][c:6]([NH:9][C:10](=[O:11])[c:12]2[cH:13][cH:14][c:15]([O:28][CH3:29])[c:16]3[o:17][c:18]4[c:19]([c:20]23)[cH:21][c:22]([NH2:25])[cH:23][cH:24]4)[cH:7][cH:8]1. Reactants: C1(=CC=CC=C1)C1=C(C=NC=C1)C=O (4-phenyl-3-pyridinecarbaldehyde), C(CC(=O)O)(=O)O (malonic acid), N1CCCCC1 (piperidine), N1=CC=CC=C1 (pyridine). Run in C(C)OCC (diethyl ether). Run at temperature 100 celsius, time 2 hour. Yields the product C1(=CC=CC=C1)C1=C(C=NC=C1)C=CC(=O)O (3-(4-phenyl-3-pyridyl)acrylic acid). Isolated yield 64.3%. Reaction SMILES: [C:1]1([C:7]2[CH:12]=[CH:11][N:10]=[CH:9][C:8]=2[CH:13]=O)[CH:6]=[CH:5][CH:4]=[CH:3][CH:2]=1.C(O)(=O)[CH2:16][C:17]([OH:19])=[O:18].N1CCCCC1.N1C=CC=CC=1>C(OCC)C>[C:1]1([C:7]2[CH:12]=[CH:11][N:10]=[CH:9][C:8]=2[CH:13]=[CH:16][C:17]([OH:19])=[O:18])[CH:2]=[CH:3][CH:4]=[CH:5][CH:6]=1. Procedure: A mixture of 4.3 g of 4-phenyl-3-pyridinecarbaldehyde [cf. Heterocycles, 14, 813 (1980)], 2.5 g of malonic acid, 0.5 ml of piperidine, and 6 ml of pyridine is stirred at 100° C. for 2 hours. After cooling, 50 ml of diethyl ether is added, and the resulting precipitate is collected. The obtained solid is washed with water and dried to give 3.4 g of the title compound. Reactants: C1CCOC1, CO, O, COC(=O)C1CCC(c2ccc(OCc3ccccc3)cc2)N1. Yields the product O=C(O)C1CCC(c2ccc(OCc3ccccc3)cc2)N1. As a reaction SMILES: [CH2:26]1[O:27][CH2:28][CH2:29][CH2:30]1.[CH3:24][OH:25].[OH2:31].[c:1]1([CH2:7][O:8][c:9]2[cH:10][cH:11][c:12]([CH:15]3[CH2:16][CH2:17][CH:18]([C:20](=[O:21])[O:22][CH3:23])[NH:19]3)[cH:13][cH:14]2)[cH:2][cH:3][cH:4][cH:5][cH:6]1>>[c:1]1([CH2:7][O:8][c:9]2[cH:10][cH:11][c:12]([CH:15]3[CH2:16][CH2:17][CH:18]([C:20](=[O:21])[OH:22])[NH:19]3)[cH:13][cH:14]2)[cH:2][cH:3][cH:4][cH:5][cH:6]1. Starting materials: C(C)(=O)O[C@H]1[C@@H](O[C@@H]([C@H]([C@@H]1OC(C)=O)OC(C)=O)COC(C)=O)C1=CC(=C(C=C1)Cl)CC=1SC(=CC1)Br (1-(2,3,4,6-tetra-O-acetyl-β-D-glucopyranosyl)-3-(5-bromo-2-thienylmethyl)-4-chlorobenzene), C(CCC)[Sn](C1=NC(=CC=C1)OC)(CCCC)CCCC (tri-n-butyl(6-methoxy-2-pyridyl)tin), BrC=1C=CC(N(C1)CC1=CC=C(C=C1)CC)=O (5-Bromo-1-(4-ethylphenylmethyl)-1H-pyridin-2-one). Yields the product [C@@H]1([C@H](O)[C@@H](O)[C@H](O)[C@H](O1)CO)C1=CC(=C(C=C1)Cl)CC=1SC(=CC1)C1=NC(=CC=C1)OC (1-(β-D-glucopyranosyl)-4-chloro-3-(5-(6-methoxy-2-pyridyl)-2-thienylmethyl)benzene). As a reaction SMILES: C([O:4][C@@H:5]1[C@@H:10]([O:11]C(=O)C)[C@H:9]([O:15]C(=O)C)[C@@H:8]([CH2:19][O:20]C(=O)C)[O:7][C@H:6]1[C:24]1[CH:29]=[CH:28][C:27]([Cl:30])=[C:26]([CH2:31][C:32]2[S:33][C:34](Br)=[CH:35][CH:36]=2)[CH:25]=1)(=O)C.C([Sn](CCCC)(CCCC)[C:43]1[CH:48]=[CH:47][CH:46]=[C:45]([O:49][CH3:50])[N:44]=1)CCC.BrC1C=CC(=O)N(CC2C=CC(CC)=CC=2)C=1>>[C@@H:6]1([C:24]2[CH:29]=[CH:28][C:27]([Cl:30])=[C:26]([CH2:31][C:32]3[S:33][C:34]([C:43]4[CH:48]=[CH:47][CH:46]=[C:45]([O:49][CH3:50])[N:44]=4)=[CH:35][CH:36]=3)[CH:25]=2)[O:7][C@H:8]([CH2:19][OH:20])[C@@H:9]([OH:15])[C@H:10]([OH:11])[C@H:5]1[OH:4]. Reported procedure: 1-(2,3,4,6-tetra-O-acetyl-β-D-glucopyranosyl)-3-(5-bromo-2-thienylmethyl)-4-chlorobenzene 71 obtained in Example 128-(4) and tri-n-butyl(6-methoxy-2-pyridyl)tin (see Gros, Philippe; Fort, Yves. Synthesis (1999), 754-756) were treated in a manner similar to Example 128-(5) and (6) to give the target compound. APCI-Mass m/Z 478/480 (M+H). Product: C=CC1CN(c2cc3c(cc2F)c(=O)c(C(=O)O)cn3CC)CCN1. As a reaction SMILES: [CH2:1]([CH3:2])[n:3]1[cH:4][c:5]([C:16](=[O:17])[OH:18])[c:6](=[O:15])[c:7]2[cH:8][c:9]([F:14])[c:10]([F:13])[cH:11][c:12]12.[CH:19](=[CH2:20])[CH:21]1[CH2:22][NH:23][CH2:24][CH2:25][NH:26]1.[cH:27]1[cH:28][cH:29][n:30][cH:31][cH:32]1>>[CH2:1]([CH3:2])[n:3]1[cH:4][c:5]([C:16](=[O:17])[OH:18])[c:6](=[O:15])[c:7]2[cH:8][c:9]([F:14])[c:10]([N:23]3[CH2:22][CH:21]([CH:19]=[CH2:20])[NH:26][CH2:25][CH2:24]3)[cH:11][c:12]12. Starting materials: CCn1cc(C(=O)O)c(=O)c2cc(F)c(F)cc21, C=CC1CNCCN1, c1ccncc1. Reactants: ClC=1C=C2C(CC(NC2=CC1)C=1C=C(C=CC1)N)(C)C (3-(6-Chloro-4,4-dimethyl-1,2,3,4-tetrahydro-quinolin-2-yl)-phenylamine), CS(=O)(=O)Cl (methanesulfonyl chloride). The solvent is N1=CC=CC=C1 (pyridine). Reaction conditions: time 8 hour. Product: ClC=1C=C2C(CC(NC2=CC1)C=1C=C(C=CC1)NS(=O)(=O)C)(C)C (N-[3-(6-chloro-4,4-dimethyl-1,2,3,4-tetrahydro-quinolin-2-yl)-phenyl]-methanesulfonamide). The yield is 77.0%. Reaction SMILES: [Cl:1][C:2]1[CH:3]=[C:4]2[C:9](=[CH:10][CH:11]=1)[NH:8][CH:7]([C:12]1[CH:13]=[C:14]([NH2:18])[CH:15]=[CH:16][CH:17]=1)[CH2:6][C:5]2([CH3:20])[CH3:19].[CH3:21][S:22](Cl)(=[O:24])=[O:23]>N1C=CC=CC=1>[Cl:1][C:2]1[CH:3]=[C:4]2[C:9](=[CH:10][CH:11]=1)[NH:8][CH:7]([C:12]1[CH:13]=[C:14]([NH:18][S:22]([CH3:21])(=[O:24])=[O:23])[CH:15]=[CH:16][CH:17]=1)[CH2:6][C:5]2([CH3:20])[CH3:19]. Reported procedure: 3-(6-Chloro-4,4-dimethyl-1,2,3,4-tetrahydro-quinolin-2-yl)-phenylamine (150 mg, 0.53 mmol) and methanesulfonyl chloride (60 mg, 0.63 mmol) were dissolved in pyridine (5 ml). The mixture was stirred at room temperature overnight. The solvent was removed and the residue was purified on column chromatography using petroleum ether/ethyl acetate=5:1 as eluent to afford N-[3-(6-chloro-4,4-dimethyl-1,2,3,4-tetrahydro-quinolin-2-yl)-phenyl]-methanesulfonamide (149 mg, yield: 55%) as yellow solid. MS (ES...